Dataset: the Open Reaction Database (ORD), a public repository of structured organic reaction records. Task: describe an organic reaction: reactants, conditions, products, and yield Reactants: [F-] (fluoride), C(C)(C)(C)OC(=O)C1CC=2C(=CC=C3C=NN(C23)C[C@@H](C)O[Si](C)(C)C(C)(C)C)O1 (1-[(R)-2-(tert-Butyldimethylsilanyloxy)propyl]-7,8-dihydro-1H-furo[2,3-g]indazol-7-carboxylic Acid Tert-butyl Ester), C([O-])(O)=O.[Na+] (sodium bicarbonate). Procedure details: To a mixture of the product from Step C (0.46 g, 1.06 mmol) in THF (50 mL) was added tetrabutylammnium fluoride (1 N in THF, 2.13 mL, 2.13 mmol). The mixture was combined with a saturated aqueous solution of sodium bicarbonate (100 mL) and extracted with ethyl acetate. Chromatography on silica (gradient, 20% to 70% ethyl acetate in hexane) gave an oil (0.39 g): LC/MS (+ESI) m/z 319 (M+H). The solvent is C1CCOC1 (THF). As a reaction SMILES: [C:1]([O:5][C:6]([CH:8]1[O:30][C:11]2=[CH:12][CH:13]=[C:14]3[C:18]([N:17]([CH2:19][C@H:20]([O:22][Si](C(C)(C)C)(C)C)[CH3:21])[N:16]=[CH:15]3)=[C:10]2[CH2:9]1)=[O:7])([CH3:4])([CH3:3])[CH3:2].[F-].C(=O)(O)[O-].[Na+]>C1COCC1>[C:1]([O:5][C:6]([CH:8]1[O:30][C:11]2=[CH:12][CH:13]=[C:14]3[C:18]([N:17]([CH2:19][C@H:20]([OH:22])[CH3:21])[N:16]=[CH:15]3)=[C:10]2[CH2:9]1)=[O:7])([CH3:3])([CH3:2])[CH3:4] |f:2.3|. Isolated yield 115.6%. The product is C(C)(C)(C)OC(=O)C1CC=2C(=CC=C3C=NN(C23)C[C@@H](C)O)O1 (1-[(R)-2-Hydroxypropyl]-7,8-dihydro-1H-furo[2,3-g]indazol-7-carboxylic Acid Tert-butyl Ester). Starting materials: CN(C=CC(=O)C1=CC(=CC=C1)OC)C (3-dimethylamino-3'-methoxyacrylophenone), NC1=NNC=C1C#N (3-aminopyrazole-4-carbonitrile). Solvent: C(C)(=O)O (acetic acid). Yields the product COC=1C=C(C=CC1)C1=CC=NC=2N1N=CC2C#N (7-(m-Methoxyphenyl)pyrazolo[1,5-a]pyrimidine-3-carbonitrile). As a reaction SMILES: C[N:2]([CH3:15])[CH:3]=[CH:4][C:5]([C:7]1[CH:12]=[CH:11][CH:10]=[C:9]([O:13][CH3:14])[CH:8]=1)=O.N[C:17]1[C:21]([C:22]#[N:23])=C[NH:19][N:18]=1>C(O)(=O)C>[CH3:14][O:13][C:9]1[CH:8]=[C:7]([C:5]2[N:19]3[N:18]=[CH:17][C:21]([C:22]#[N:23])=[C:15]3[N:2]=[CH:3][CH:4]=2)[CH:12]=[CH:11][CH:10]=1. Procedure: A mixture of 6.15 g. of 3-dimethylamino-3'-methoxyacrylophenone and 3.16 g. of 3-aminopyrazole-4-carbonitrile in 50 ml. of glacial acetic acid is refluxed for 15 hours and then cooled. The precipitate is recovered by filtration giving the desired product, m.p. 165°-166° C. The reactants are D4, FC=1C=C(C=O)C=CC1F (3,4-difluorobenzaldehyde), OC=1C=C(C#N)C=CC1 (3-hydroxybenzonitrile). The product is FC1=C(OC=2C=C(C#N)C=CC2)C=CC(=C1)C=O (3-(2-fluoro-4-formylphenoxy)benzonitrile). RXN SMILES: [F:1][C:2]1[CH:3]=[C:4]([CH:7]=[CH:8][C:9]=1F)[CH:5]=[O:6].[OH:11][C:12]1[CH:13]=[C:14]([CH:17]=[CH:18][CH:19]=1)[C:15]#[N:16]>>[F:1][C:2]1[CH:3]=[C:4]([CH:5]=[O:6])[CH:7]=[CH:8][C:9]=1[O:11][C:12]1[CH:13]=[C:14]([CH:17]=[CH:18][CH:19]=1)[C:15]#[N:16]. Reported procedure: The title compound was prepared by a procedure similar to that described for D4 starting from 3,4-difluorobenzaldehyde and 3-hydroxybenzonitrile. The reactants are C(CCCCCCCCCCCO)O (1,12-dodecanediol), [H-].[Na+] (sodium hydride), CN(C=O)C (dimethylformamide), [N+](=O)([O-])C=1C=C(C(C#N)=CC1)C#N (4-nitrophthalonitrile), [N+](=O)([O-])C=1C=C(C(C#N)=CC1)C#N (4-nitrophthalonitrile). Solvent: O (water). Conditions: time 12 hour. The product is C(#N)C=1C=C(OCCCCCCCCCCCCOC2=CC(=C(C=C2)C#N)C#N)C=CC1C#N (1,12-bis(3,4-dicyanophenoxy) dodecane). Yield: 40.0%. RXN SMILES: [CH2:1]([OH:14])[CH2:2][CH2:3][CH2:4][CH2:5][CH2:6][CH2:7][CH2:8][CH2:9][CH2:10][CH2:11][CH2:12][OH:13].[H-].[Na+].C[N:18]([CH3:21])C=O.[N+]([C:25]1[CH:26]=[C:27]([C:33]#[N:34])[C:28](=[CH:31][CH:32]=1)[C:29]#[N:30])([O-])=O>O>[C:29]([C:28]1[CH:27]=[C:26]([CH:25]=[CH:32][C:31]=1[C:21]#[N:18])[O:14][CH2:1][CH2:2][CH2:3][CH2:4][CH2:5][CH2:6][CH2:7][CH2:8][CH2:9][CH2:10][CH2:11][CH2:12][O:13][C:25]1[CH:32]=[CH:31][C:28]([C:29]#[N:30])=[C:27]([C:33]#[N:34])[CH:26]=1)#[N:30] |f:1.2|. Procedure: A mixture of 1,12-dodecanediol (2,2 g, 0.011 mol), sodium hydride (0.91 g. 0.023 mol, 61%) and 25 ml of dry dimethylformamide were stirred under a nitrogen atmosphere at 90°-95° C. for 12 hours. After cooling, 4.0 g (0.23 mol) of 4-nitrophthalonitrile was added to the white salt mixture. The salt dissolved quickly and the mixture was heated at 100°-110° C. for 4 hours. Infrared analysis indicated that a large quantity of 4-nitrophthalonitrile was still present. The temperature was increased to 1...